This data is from the Open Reaction Database (ORD), a public repository of structured organic reaction records. The task is: describe an organic reaction: reactants, conditions, products, and yield Starting materials: N (ammonia), FC1=C(C=C(C(=C1)Cl)O)N1N=C(C(=C1C)Cl)C (1-(2-fluoro-4-chloro-5-hydroxyphenyl)-3,5-dimethyl-4-chloropyrazole), resultant solution, [NH2-].[Na+] (sodium amide), ClCC(=O)OCC (ethyl monochloroacetate). Solvent: O1CCCC1 (tetrahydrofuran), O (water), C1(=CC=CC=C1)C (toluene). Reaction conditions: time 3 hour. Yields the product FC1=C(C=C(C(=C1)Cl)OCC(=O)OCC)N1N=C(C(=C1C)Cl)C (1-(2-fluoro-4-chloro-5-ethoxycarbonylmethyloxyphenyl)-3,5-dimethyl-4-chloropyrazole). Yield: 93.9%. As a reaction SMILES: [F:1][C:2]1[CH:7]=[C:6]([Cl:8])[C:5]([OH:9])=[CH:4][C:3]=1[N:10]1[C:14]([CH3:15])=[C:13]([Cl:16])[C:12]([CH3:17])=[N:11]1.[NH2-].[Na+].N.Cl[CH2:22][C:23]([O:25][CH2:26][CH3:27])=[O:24]>O1CCCC1.O.C1(C)C=CC=CC=1>[F:1][C:2]1[CH:7]=[C:6]([Cl:8])[C:5]([O:9][CH2:22][C:23]([O:25][CH2:26][CH3:27])=[O:24])=[CH:4][C:3]=1[N:10]1[C:14]([CH3:15])=[C:13]([Cl:16])[C:12]([CH3:17])=[N:11]1 |f:1.2|. Procedure details: 1-(2-fluoro-4-chloro-5-hydroxyphenyl)-3,5-dimethyl-4-chloropyrazole (27.5 g) was dissolved in tetrahydrofuran (200 ml), and to the resultant solution was added sodium amide (4.0 g). When the evolution of ammonia gas from the reaction mixture ceased, ethyl monochloroacetate (12.3 g) was added dropwise to the reaction mixture. After the completion of addition, the reaction mixture was heated under reflux, with stirring for further 3 hours. To the reaction mixture, after cooling, were added toluene...